From a dataset of the Open Reaction Database (ORD), a public repository of structured organic reaction records. describe an organic reaction: reactants, conditions, products, and yield Run in C1(=CC(=CC(=C1)C)C)C (mesitylene). As a reaction SMILES: [SH:1][C:2]1[CH:6]=[CH:5][S:4][C:3]=1[C:7]([NH2:9])=[O:8].C=O.O.[C:13]1(C)C=CC(S(O)(=O)=O)=CC=1>C1(C)C=C(C)C=C(C)C=1>[S:1]1[C:2]2[CH:6]=[CH:5][S:4][C:3]=2[C:7](=[O:8])[NH:9][CH2:13]1 |f:2.3|. Procedure: (aad) 11.1 g of 3-mercapto-thiophene-2-carboxamide, 2.2 g of 95 percent paraformaldehyde and 13.3 g of p-toluenesulfonic acid monohydrate were heated together under reflux with 300 ml of mesitylene. After the reaction finished, the mixture was left to cool and the solvent was removed in vacuo. After chromatography of the residue on silica gel and recrystallization from ethyl acetate, there was obtained 2,3-dihydro-4H-thieno[2,3-e][1,3]thiazin-4-one as yellowish crystals of m.p. 153°-155°. The reactants are SC1=C(SC=C1)C(=O)N (3-mercapto-thiophene-2-carboxamide), C=O (paraformaldehyde), O.C1(=CC=C(C=C1)S(=O)(=O)O)C (p-toluenesulfonic acid monohydrate). The product is S1CNC(C2=C1C=CS2)=O (2,3-dihydro-4H-thieno[2,3-e][1,3]thiazin-4-one). Starting materials: C1(=CC=CC=C1)C1=NC=C(C=N1)C=1N=C(NC1)C1CN(CC1)C(=O)OC(C)(C)C ((±)-tert-butyl 3-(4-(2-phenylpyrimidin-5-yl)-1H-imidazol-2-yl)pyrrolidine-1-carboxylate), B(C1=CC(=CC=C1)F)(O)O (FPBA). Yields the product C1(=CC=CC=C1)C1=NC=C(C=N1)C1=CN=C(N1)C1CNCC1 ((±)-2-phenyl-5-(2-(pyrrolidin-3-yl)-1H-imidazol-5-yl)pyrimidine). As a reaction SMILES: [C:1]1([C:7]2[N:12]=[CH:11][C:10]([C:13]3[N:14]=[C:15]([CH:18]4[CH2:22][CH2:21][N:20](C(OC(C)(C)C)=O)[CH2:19]4)[NH:16][CH:17]=3)=[CH:9][N:8]=2)[CH:6]=[CH:5][CH:4]=[CH:3][CH:2]=1.B(O)(O)C1C=CC=C(F)C=1>>[C:1]1([C:7]2[N:12]=[CH:11][C:10]([C:13]3[NH:14][C:15]([CH:18]4[CH2:22][CH2:21][NH:20][CH2:19]4)=[N:16][CH:17]=3)=[CH:9][N:8]=2)[CH:2]=[CH:3][CH:4]=[CH:5][CH:6]=1. Procedure details: The title compound was prepared according to the method described in Example 22, except that (±)-tert-butyl 3-(4-(2-phenylpyrimidin-5-yl)-1H-imidazol-2-yl)pyrrolidine-1-carboxylate (Example 28) was used instead of (±)-tert-butyl 3-(4-(2-phenylpyrimidin-5-yl)-1H-imidazol-2-yl)piperidine-1-carboxylate. MS (ESI+) m/z 292 (M+1); H-PGDS FPBA IC50: 2 μM. Procedure: 100 g of N-(3-chloro-4-cyano-5-dimethylamino-2-aza-2,4-pentadienylidene)N,N-dimethylammonium perchlorate are dissolved in a mixture of 400 ml of acetonitrile and 400 ml of water. Stirring is carried out for 6 hours at 20° to 22°C and is followed by double extraction with two 400 ml portions of trichloromethane. Following this the combined trichloromethane phases are extracted twice with two 1000 ml portions of water. The organic phase is dried with Na2SO4 or MgSO4 and reduced in volume by distil... The reactants are Cl(=O)(=O)(=O)[O-].ClC(=NC=[N+](C)C)C(=CN(C)C)C#N (N-(3-chloro-4-cyano-5-dimethylamino-2-aza-2,4-pentadienylidene)N,N-dimethylammonium perchlorate). Product: ClC(=C(C#N)C=O)N=CN(C)C (3-chloro-5-dimethylamino-2-formyl-4-aza-2,4-pentadienenitrile). The solvent is C(C)#N (acetonitrile), O (water). Conditions: time 6 hour. Reaction SMILES: Cl([O-])(=O)(=O)=[O:2].[Cl:6][C:7]([C:13]([C:18]#N)=[CH:14][N:15](C)C)=[N:8][CH:9]=[N+:10]([CH3:12])[CH3:11]>C(#N)C.O>[Cl:6][C:7]([N:8]=[CH:9][N:10]([CH3:12])[CH3:11])=[C:13]([CH:18]=[O:2])[C:14]#[N:15] |f:0.1|. Isolated yield 60.7%. Starting materials: [N+](=O)([O-])C=1C=C(CO)C=CC1 (m-nitrobenzyl alcohol), C1(=CC=CC=C1)P(C1=CC=CC=C1)C1=CC=CC=C1 (triphenylphosphine), N(=NC(=O)OC(C)(C)C)C(=O)OC(C)(C)C (di-t-butyl azodicarboxylate). The solvent is O1CCCC1 (tetrahydrofuran), O1CCCC1 (tetrahydrofuran), O1CCCC1 (tetrahydrofuran). Reaction conditions: time 15 minute. Yields the product C(C)(C)(C)OC(=O)N(NC(=O)OC(C)(C)C)CC1=CC(=CC=C1)[N+](=O)[O-] (N,N′-di-(t-butoxycarbonyl)-N-(3-nitrophenylmethyl)hydrazine). Yield: 93.8%. RXN SMILES: C1(P(C2C=CC=CC=2)C2C=CC=CC=2)C=CC=CC=1.[N:20]([C:29]([O:31][C:32]([CH3:35])([CH3:34])[CH3:33])=[O:30])=[N:21][C:22]([O:24][C:25]([CH3:28])([CH3:27])[CH3:26])=[O:23].[N+:36]([C:39]1[CH:40]=[C:41]([CH:44]=[CH:45][CH:46]=1)[CH2:42]O)([O-:38])=[O:37]>O1CCCC1>[C:32]([O:31][C:29]([N:20]([CH2:42][C:41]1[CH:44]=[CH:45][CH:46]=[C:39]([N+:36]([O-:38])=[O:37])[CH:40]=1)[NH:21][C:22]([O:24][C:25]([CH3:26])([CH3:27])[CH3:28])=[O:23])=[O:30])([CH3:35])([CH3:34])[CH3:33]. Reported procedure: To a solution of triphenylphosphine (2.06 g) in tetrahydrofuran (20 ml), a solution of di-t-butyl azodicarboxylate (1.80 g) in tetrahydrofuran (15 ml) was added dropwise under ice cooling and stirred for 15 min. To the reaction mixture, a solution of m-nitrobenzyl alcohol (1.0 g) in tetrahydrofuran (15 ml) was added dropwise and stirred at room temperature for 63 h. The reaction mixture was concentrated under reduced pressure and the resulting residue was purified by silica gel column chromatogr... Starting materials: C1(CC1)C(CC(=O)C1=C(C(=C(C=C1)F)OC)S(=O)(=O)C)=O (3-cyclopropyl-1-(4-fluoro-3-methoxy-2-methylsulphonylphenyl)propane-1,3-dione), C(C)OC(OCC)OCC (triethylorthoformate). Run in C(C)(=O)OC(C)=O (acetic anhydride). Product: C1(CC1)C(C(C(=O)C1=C(C(=C(C=C1)F)OC)S(=O)(=O)C)=COCC)=O (3-cyclopropyl-2-ethoxymethylene-1-(4-fluoro-3-methoxy-2-methylsulphonylphenyl)propane-1,3-dione). Yield: 95.9%. RXN SMILES: [CH:1]1([C:4](=[O:21])[CH2:5][C:6]([C:8]2[CH:13]=[CH:12][C:11]([F:14])=[C:10]([O:15][CH3:16])[C:9]=2[S:17]([CH3:20])(=[O:19])=[O:18])=[O:7])[CH2:3][CH2:2]1.[CH2:22]([O:24][CH:25](OCC)OCC)[CH3:23]>C(OC(=O)C)(=O)C>[CH:1]1([C:4](=[O:21])[C:5](=[CH:25][O:24][CH2:22][CH3:23])[C:6]([C:8]2[CH:13]=[CH:12][C:11]([F:14])=[C:10]([O:15][CH3:16])[C:9]=2[S:17]([CH3:20])(=[O:19])=[O:18])=[O:7])[CH2:3][CH2:2]1. Procedure details: A mixture of 3-cyclopropyl-1-(4-fluoro-3-methoxy-2-methylsulphonylphenyl)propane-1,3-dione (5.4 g) and triethylorthoformate (4.8 g) in acetic anhydride (4.5 g) was heated under reflux for 4 hours. The mixture was evaporated to give 3-cyclopropyl-2-ethoxymethylene-1-(4-fluoro-3-methoxy-2-methylsulphonylphenyl)propane-1,3-dione (6.1 g) as a red oil, which was used directly in the next stage.